This data is from the Open Reaction Database (ORD), a public repository of structured organic reaction records. The task is: describe an organic reaction: reactants, conditions, products, and yield Starting materials: C[Si](C)(C)C(F)(F)F (trimethylsilyl trifluoromethane), [F-].C(CCC)[N+](CCCC)(CCCC)CCCC (tetrabutylammonium fluoride), FC1=C(COC=2C=3N(C=CC2)C(=C(N3)C)C(=O)N[C@@H](C=O)CCCC)C(=CC=C1)F (8-[(2,6-difluorobenzyl)oxy]-2-methyl-N-[(2R)-1-oxohexan-2-yl]imidazo[1,2-a]pyridine-3-carboxamide). The solvent is C1CCOC1 (THF). Run at time 8 hour. The product is FC1=C(COC=2C=3N(C=CC2)C(=C(N3)C)C(=O)N[C@@H](C(C(F)(F)F)O)CCCC)C(=CC=C1)F (8-[(2,6-Difluorobenzyl)oxy]-2-methyl-N-[(3R)-1,1,1-trifluoro-2-hydroxyheptan-3-yl]imidazo[1,2-a]pyridine-3-carboxamide). Isolated yield 8.0%. RXN SMILES: [F:1][C:2]1[CH:29]=[CH:28][CH:27]=[C:26]([F:30])[C:3]=1[CH2:4][O:5][C:6]1[C:7]2[N:8]([C:12]([C:16]([NH:18][C@H:19]([CH2:22][CH2:23][CH2:24][CH3:25])[CH:20]=[O:21])=[O:17])=[C:13]([CH3:15])[N:14]=2)[CH:9]=[CH:10][CH:11]=1.C[Si]([C:35]([F:38])([F:37])[F:36])(C)C.[F-].C([N+](CCCC)(CCCC)CCCC)CCC>C1COCC1>[F:1][C:2]1[CH:29]=[CH:28][CH:27]=[C:26]([F:30])[C:3]=1[CH2:4][O:5][C:6]1[C:7]2[N:8]([C:12]([C:16]([NH:18][C@H:19]([CH2:22][CH2:23][CH2:24][CH3:25])[CH:20]([OH:21])[C:35]([F:38])([F:37])[F:36])=[O:17])=[C:13]([CH3:15])[N:14]=2)[CH:9]=[CH:10][CH:11]=1 |f:2.3|. Procedure details: 430 mg of 8-[(2,6-difluorobenzyl)oxy]-2-methyl-N-[(2R)-1-oxohexan-2-yl]imidazo[1,2-a]pyridine-3-carboxamide (1.05 mmol) were initially charged in 30 ml of dry THF, and 194 μl of trimethylsilyl trifluoromethane (1.24 mmol) and 621 μl of tetrabutylammonium fluoride solution (1.0 M in THF; 0.62 mmol) were successively added dropwise at 0° C. The reaction mixture was slowly warmed to RT, and stirring was continued overnight. The mixture was then concentrated and the residue was taken up in ethyl ace... Starting materials: CCO, Cc1ccc(CCl)cc1C(Cl)=C(Cl)Cl, [N-]=[N+]=[N-], [Na+]. The product is Cc1ccc(CN=[N+]=[N-])cc1C(Cl)=C(Cl)Cl. RXN SMILES: [CH3:19][CH2:20][OH:21].[CH3:1][c:2]1[c:3]([C:10](=[C:11]([Cl:12])[Cl:13])[Cl:14])[cH:4][c:5]([CH2:6][Cl:7])[cH:8][cH:9]1.[N-:16]=[N+:17]=[N-:18].[Na+:15]>>[CH3:1][c:2]1[c:3]([C:10](=[C:11]([Cl:12])[Cl:13])[Cl:14])[cH:4][c:5]([CH2:6][N:16]=[N+:17]=[N-:18])[cH:8][cH:9]1. Run in ClCCCl (1,2-dichloroethane), O (water), ClC(C)Cl (dichloroethane). As a reaction SMILES: [Cl:1][C:2]1[CH:12]=[CH:11][C:5]([C:6](N(C)C)=[O:7])=[CH:4][CH:3]=1.O(Cl)Cl.[NH:16]1[CH:20]=[CH:19][CH:18]=[CH:17]1.O.O.O.C([O-])(=O)C.[Na+]>ClCCCl.ClC(Cl)C.O>[Cl:1][C:2]1[CH:3]=[CH:4][C:5]([C:6]([C:17]2[NH:16][CH:20]=[CH:19][CH:18]=2)=[O:7])=[CH:11][CH:12]=1 |f:3.4.5.6.7|. The product is ClC1=CC=C(C(=O)C=2NC=CC2)C=C1 (2-p-chlorobenzoylpyrrole). Reactants: ClC1=CC=C(C(=O)N(C)C)C=C1 (p-chloro-N,N-dimethylbenzamide), 153g, O(Cl)Cl (oxychloride), 408g, O.O.O.C(C)(=O)[O-].[Na+] (sodium acetate trihydrate), 67g, N1C=CC=C1 (pyrrole). Reported procedure: A mixture of 183 g (1 mole) of p-chloro-N,N-dimethylbenzamide and 153g (1 mole) of phophorous oxychloride in 300 ml of 1,2-dichloroethane is heated under reflux for 30 minutes, after which a solution of 67g (1 mole) of pyrrole in 300 ml of dichloroethane is added drop-wise. It is cooled and a solution of 408g (3 moles) of sodium acetate trihydrate in 1600 ml of water is added dropwise for 45 minutes, after which the mixture is again heated under reflux for 30 minutes. The resulting mixture is po... Reactants: C(#N)[BH3-].[Na+] (sodium cyanoborohydride), C(C)(=O)O (acetic acid), N1C(=NC=C1)C=O (2-imidazole carboxaldehyde), N1C(=NC=C1)CNCC1=CC=C(COC2=CC=C(C=C2)CCN(CCC)CCC)C=C1 ({2-[4-(4-{[N-(1H-imidazol-2-ylmethyl)amino]methyl}benzyloxy)phenyl]ethyl}dipropylamine). Solvent: CO (methanol). Conditions: temperature 60 celsius, time 2 day. Yields the product N1C(=NC=C1)CN(CC=1NC=CN1)CC1=CC=C(COC2=CC=C(C=C2)CCN(CCC)CCC)C=C1 ({2-[4-(4-{[bis(1H-imidazol-2-ylmethyl)-amino]-methyl}-benzyloxy)-phenyl]-ethyl}-dipropylamine). RXN SMILES: [NH:1]1[CH:5]=[CH:4][N:3]=[C:2]1[CH2:6][NH:7][CH2:8][C:9]1[CH:31]=[CH:30][C:12]([CH2:13][O:14][C:15]2[CH:20]=[CH:19][C:18]([CH2:21][CH2:22][N:23]([CH2:27][CH2:28][CH3:29])[CH2:24][CH2:25][CH3:26])=[CH:17][CH:16]=2)=[CH:11][CH:10]=1.C([BH3-])#N.[Na+].C(O)(=O)C.[NH:40]1[CH:44]=[CH:43][N:42]=[C:41]1[CH:45]=O>CO>[NH:1]1[CH:5]=[CH:4][N:3]=[C:2]1[CH2:6][N:7]([CH2:8][C:9]1[CH:31]=[CH:30][C:12]([CH2:13][O:14][C:15]2[CH:20]=[CH:19][C:18]([CH2:21][CH2:22][N:23]([CH2:27][CH2:28][CH3:29])[CH2:24][CH2:25][CH3:26])=[CH:17][CH:16]=2)=[CH:11][CH:10]=1)[CH2:45][C:41]1[NH:40][CH:44]=[CH:43][N:42]=1 |f:1.2|. Procedure: The compound (67.0 mg) obtained in Example 79-3 was dissolved in anhydrous methanol (1.5 ml) and then added with sodium cyanoborohydride (20.0 mg), acetic acid (1.50 ml), and 2-imidazole carboxaldehyde (23.0 mg), followed by stirring under a nitrogen atmosphere at 60° C. for 2 days. After completion of the reaction, the solvent was distilled off. Subsequently, the residue was purified through silica gel column chromatography (chloroform/methanol) and then treated with hydrochloric acid, thereby ... RXN SMILES: BrC(Br)(Br)Br.C1(P(C2C=CC=CC=2)C2C=CC=CC=2)C=CC=CC=1.C([CH:29]([O:54][SiH](C)C)[C:30]1[N:31]=[C:32]2[CH2:38][N:37]=[C:36]([C:39]3[CH:44]=[CH:43][CH:42]=[CH:41][C:40]=3[F:45])[C:35]3[CH:46]=[C:47]([Cl:50])[CH:48]=[CH:49][C:34]=3[N:33]2[C:51]=1[CH2:52]O)(C)(C)C.[CH2:58]([NH2:61])[CH:59]=[CH2:60]>O1CCCC1>[CH2:58]([NH:61][CH2:52][C:51]1[N:33]2[C:34]3[CH:49]=[CH:48][C:47]([Cl:50])=[CH:46][C:35]=3[C:36]([C:39]3[CH:44]=[CH:43][CH:42]=[CH:41][C:40]=3[F:45])=[N:37][CH2:38][C:32]2=[N:31][C:30]=1[CH2:29][OH:54])[CH:59]=[CH2:60]. Reaction conditions: time 3 hour. Yields the product C(C=C)NCC1=C(N=C2N1C1=C(C(=NC2)C2=C(C=CC=C2)F)C=C(C=C1)Cl)CO (1-allylaminomethyl-8-chloro-6-(2-fluorophenyl)-4H-imidazo [1,2-a][1,4]benzodiazepine-2-methanol). Procedure details: 3.07 g of tetrabromomethane and 2.43 g (9.3 mmol) of triphenylphosphine were added in succession and portionwise to a solution of 3.0 g of [2-(tert.-butyl-dimethylsilanyloxymethyl)-8-chloro-6-(2-fluoro-phenyl)-4H-imidazo[1,2-a][1,4]benzodiazepin-1-yl]methanol in 10 ml of tetrahydrofuran. After stirring at room temperature for 3 h. the mixture was filtered and the residue was rinsed with a small amount of tetrahydrofuran. 25 ml (333 mmol) of allylamine were added to the filtrate and this reaction... Run in O1CCCC1 (tetrahydrofuran). Starting materials: C(C=C)N (allylamine), BrC(Br)(Br)Br (tetrabromomethane), C1(=CC=CC=C1)P(C1=CC=CC=C1)C1=CC=CC=C1 (triphenylphosphine), C(C)(C)(C)C(C=1N=C2N(C3=C(C(=NC2)C2=C(C=CC=C2)F)C=C(C=C3)Cl)C1CO)O[SiH](C)C ([2-(tert.-butyl-dimethylsilanyloxymethyl)-8-chloro-6-(2-fluoro-phenyl)-4H-imidazo[1,2-a][1,4]benzodiazepin-1-yl]methanol). The yield is 77.3%. Reactants: COC1=CC=C(C(=O)O)C=C1 (4-methoxybenzoic acid), Br (HBr). The solvent is C(C)(=O)O (acetic acid). Product: OC1=CC=C(C(=O)O)C=C1 (4-hydroxybenzoic acid). Reaction SMILES: C[O:2][C:3]1[CH:11]=[CH:10][C:6]([C:7]([OH:9])=[O:8])=[CH:5][CH:4]=1.Br>C(O)(=O)C>[OH:2][C:3]1[CH:11]=[CH:10][C:6]([C:7]([OH:9])=[O:8])=[CH:5][CH:4]=1. Procedure details: Next, the 4-methoxybenzoic acid (IV) was digested with HBr (20 ml) and glacial acetic acid (40 ml) overnight. Most of the acetic acid was distilled off and the remaining mixture was diluted with water. The precipitated benzoic acid was extracted in ether; the ether layer was dried with anhydrous MgSO4, filtered and rotary evaporated to produce 11.0 g of the 4-hydroxybenzoic acid (V). The reactants are [Br-], C1CCOC1, Clc1nc(Cl)c2ccccc2n1, [Pd], c1ccc(P(c2ccccc2)c2ccccc2)cc1, c1ccc(P(c2ccccc2)c2ccccc2)cc1, c1ccc(P(c2ccccc2)c2ccccc2)cc1, c1ccc(P(c2ccccc2)c2ccccc2)cc1, [Zn+]c1nccs1. Product: Clc1nc(-c2nccs2)c2ccccc2n1. Reaction SMILES: [Br-:1].[CH2:20]1[O:21][CH2:22][CH2:23][CH2:24]1.[Cl:8][c:9]1[n:10][c:11]2[cH:12][cH:13][cH:14][cH:15][c:16]2[c:17]([Cl:19])[n:18]1.[Pd:25].[c:26]1([P:27]([c:28]2[cH:29][cH:30][cH:31][cH:32][cH:33]2)[c:34]2[cH:35][cH:36][cH:37][cH:38][cH:39]2)[cH:40][cH:41][cH:42][cH:43][cH:44]1.[c:45]1([P:46]([c:47]2[cH:48][cH:49][cH:50][cH:51][cH:52]2)[c:53]2[cH:54][cH:55][cH:56][cH:57][cH:58]2)[cH:59][cH:60][cH:61][cH:62][cH:63]1.[c:64]1([P:65]([c:66]2[cH:67][cH:68][cH:69][cH:70][cH:71]2)[c:72]2[cH:73][cH:74][cH:75][cH:76][cH:77]2)[cH:78][cH:79][cH:80][cH:81][cH:82]1.[c:83]1([P:84]([c:85]2[cH:86][cH:87][cH:88][cH:89][cH:90]2)[c:91]2[cH:92][cH:93][cH:94][cH:95][cH:96]2)[cH:97][cH:98][cH:99][cH:100][cH:101]1.[s:2]1[c:3]([Zn+:7])[n:4][cH:5][cH:6]1>>[s:2]1[c:3](-[c:17]2[c:16]3[c:11]([n:10][c:9]([Cl:8])[n:18]2)[cH:12][cH:13][cH:14][cH:15]3)[n:4][cH:5][cH:6]1. Starting materials: C(=O)C1=C(NC2=C(C=CC(=C12)C)C)C(=O)OC (methyl 3-formyl-4,7-dimethylindole-2-carboxylate), NC1=C(C=CC=C1)S (o-aminothiophenol), O (water), NC1=C(C=CC=C1)S (o-aminothiophenol). The solvent is C(C)(=O)OCC (ethyl acetate). Reaction conditions: time 8 hour. The product is S1C(=NC2=C1C=CC=C2)C2=C(NC1=C(C=CC(=C21)C)C)C(=O)OC (methyl 3-(benzothiazol-2-yl)-4,7-dimethylindole-2-carboxylate). Isolated yield 20.6%. Reaction SMILES: [CH:1]([C:3]1[C:11]2[C:6](=[C:7]([CH3:13])[CH:8]=[CH:9][C:10]=2[CH3:12])[NH:5][C:4]=1[C:14]([O:16][CH3:17])=[O:15])=O.[NH2:18][C:19]1[CH:24]=[CH:23][CH:22]=[CH:21][C:20]=1[SH:25].O>C(OCC)(=O)C>[S:25]1[C:20]2[CH:21]=[CH:22][CH:23]=[CH:24][C:19]=2[N:18]=[C:1]1[C:3]1[C:11]2[C:6](=[C:7]([CH3:13])[CH:8]=[CH:9][C:10]=2[CH3:12])[NH:5][C:4]=1[C:14]([O:16][CH3:17])=[O:15]. Reported procedure: In 10 ml of ethyl acetate were dissolved 0.50 g (2.16 mmol) of methyl 3-formyl-4,7-dimethylindole-2-carboxylate and 0.27 g (2.16 mmol) of o-aminothiophenol. The reaction mixture was stirred at room temperature overnight. After addition of 0.30 g of o-aminothiophenol, the reaction mixture was stirred for 1 day and then poured into water. The reaction mixture was extracted with diethyl ether, washed with water and concentrated. The crude crystals were purified by silica gel column chromatography (...